From a dataset of the Open Reaction Database (ORD), a public repository of structured organic reaction records. describe an organic reaction: reactants, conditions, products, and yield Yields the product FC1=CC=C(C=C1)C1=NNC2=C(C=CC=C12)C(F)(F)F (3-(4-Fluoro-phenyl)-7-trifluoromethyl-1H-indazole). Reaction conditions: temperature 110 celsius, time 8 hour. Solvent: N1=CC=CC=C1 (pyridine). Reactants: O.NN (Hydrazine hydrate), FC1=C(C=CC=C1C(F)(F)F)C(=O)C1=CC=C(C=C1)F ((2-Fluoro-3-trifluoromethyl-phenyl)-(4-fluoro-phenyl)-methanone), CCOC(=O)C (EtOAc), Cl (HCl). Yield: 80.4%. Reported procedure: (2-Fluoro-3-trifluoromethyl-phenyl)-(4-fluoro-phenyl)-methanone (6.58 g, 23 mmol) was dissolved in 20 ml of pyridine. Hydrazine hydrate (7.36 mL, 230 mmol) and 4-(dimethylamino)-pyridine (2.8 g, 23 mmol) were added. The reaction mixture was stirred overnight at 110° C. After cooling to room temperature, EtOAc and 2N HCl were added. The organic phase was washed three times with brine, dried over NaSO4 and concentrated under vacuum. Purification of the crude product by plug filtration (silica gel,... RXN SMILES: F[C:2]1[C:7]([C:8]([F:11])([F:10])[F:9])=[CH:6][CH:5]=[CH:4][C:3]=1[C:12]([C:14]1[CH:19]=[CH:18][C:17]([F:20])=[CH:16][CH:15]=1)=O.O.[NH2:22][NH2:23].CCOC(C)=O.Cl>N1C=CC=CC=1.CN(C)C1C=CN=CC=1>[F:20][C:17]1[CH:18]=[CH:19][C:14]([C:12]2[C:3]3[C:2](=[C:7]([C:8]([F:11])([F:10])[F:9])[CH:6]=[CH:5][CH:4]=3)[NH:23][N:22]=2)=[CH:15][CH:16]=1 |f:1.2|. Reagents/catalysts: CN(C1=CC=NC=C1)C (4-(dimethylamino)-pyridine). Reactants: [Al+3], C1CCOC1, COC(=O)c1cccnc1C, CCOC(C)=O, [H-], [H-], [H-], [H-], [Li+], [Na+], [OH-], O. Yields the product Cc1ncccc1CO. RXN SMILES: [Al+3:13].[CH2:21]1[O:22][CH2:23][CH2:24][CH2:25]1.[CH3:1][c:2]1[c:3]([C:4](=[O:5])[O:6][CH3:7])[cH:8][cH:9][cH:10][n:11]1.[CH3:26][CH2:27][O:28][C:29]([CH3:30])=[O:31].[H-:12].[H-:15].[H-:16].[H-:17].[Li+:14].[Na+:20].[OH-:19].[OH2:18]>>[CH3:1][c:2]1[c:3]([CH2:4][OH:5])[cH:8][cH:9][cH:10][n:11]1. Starting materials: ClCCCNC(=O)C1=NSC2=C1C=CC=C2 (N-(3-chloropropyl)-1,2-benzisothiazole-3-carboxamide), COC1=C(C=CC=C1)N1CCNCC1 (1-(2-methoxyphenyl)piperazine), C([O-])([O-])=O.[K+].[K+] (potassium carbonate), [I-].[Na+] (sodium iodide). Run in CN1C(CCC1)=O (N-methylpyrrolidinone). Run at temperature 180 celsius, time 24 hour. Yields the product Cl.Cl.COC1=C(C=CC=C1)N1CCN(CC1)CCCNC(=O)C1=NSC2=C1C=CC=C2 (N-[3-(1-(2-Methoxyphenyl)-4-piperazinyl)propyl]-1,2-benzisothiazole-3-carboxamide dihydrochloride). The yield is 53.2%. As a reaction SMILES: [Cl:1][CH2:2][CH2:3][CH2:4][NH:5][C:6]([C:8]1[C:12]2[CH:13]=[CH:14][CH:15]=[CH:16][C:11]=2[S:10][N:9]=1)=[O:7].[CH3:17][O:18][C:19]1[CH:24]=[CH:23][CH:22]=[CH:21][C:20]=1[N:25]1[CH2:30][CH2:29][NH:28][CH2:27][CH2:26]1.C(=O)([O-])[O-].[K+].[K+].[I-].[Na+]>CN1CCCC1=O>[ClH:1].[ClH:1].[CH3:17][O:18][C:19]1[CH:24]=[CH:23][CH:22]=[CH:21][C:20]=1[N:25]1[CH2:30][CH2:29][N:28]([CH2:2][CH2:3][CH2:4][NH:5][C:6]([C:8]2[C:12]3[CH:13]=[CH:14][CH:15]=[CH:16][C:11]=3[S:10][N:9]=2)=[O:7])[CH2:27][CH2:26]1 |f:2.3.4,5.6,8.9.10|. Procedure details: A mixture of N-(3-chloropropyl)-1,2-benzisothiazole-3-carboxamide (4.2 g), 1-(2-methoxyphenyl)piperazine (3.3 g), potassium carbonate (4.55 g), and sodium iodide (100 mg) in dry N-methylpyrrolidinone (150 ml) was heated to 180° C., with stirring, under nitrogen. After 24 hr, the reaction mixture was allowed to cool to room temperature and partitioned between ether/water. The organic phase was dried over anhydrous magnesium sulfate, filtered, and the filtrate was concentrated in vacuo. The residu... Starting materials: C[C@@H]1N(C[C@H](NC1)C)C1=CC(=C(C#N)C=C1)C(F)(F)F ((2S,5R)-4-(2,5-dimethylpiperazin-1-yl)-2-trifluoromethylbenzonitrile), C(C)(C)(C)OC(NC1=CC(=NC=C1)C(C)=O)=O (2-acetyl-4-pyridinylcarbamic acid t-butyl ester), ClC(=O)OC1=CC=CC=C1 (phenyl chloroformate), FC(C(=O)O)(F)F (trifluoroacetic acid). The solvent is N1=CC=CC=C1 (pyridine), N1=CC=CC=C1 (pyridine), O (water), C(Cl)(Cl)Cl (chloroform). Reaction conditions: time 8 hour. Product: C(C)(=O)C1=NC=CC(=C1)NC(=O)N1[C@@H](CN([C@H](C1)C)C1=CC(=C(C=C1)C#N)C(F)(F)F)C ((2R,5S)-N-(2-Acetyl-4-pyridyl)-4-(4-cyano-3-trifluoromethylphenyl)-2,5-dimethylpiperazine-1-carboxamide). Isolated yield 46.8%. Reaction SMILES: FC(F)(F)C(O)=O.C(O[C:13](=[O:24])[NH:14][C:15]1[CH:20]=[CH:19][N:18]=[C:17]([C:21](=[O:23])[CH3:22])[CH:16]=1)(C)(C)C.ClC(OC1C=CC=CC=1)=O.[CH3:35][C@H:36]1[CH2:41][NH:40][C@H:39]([CH3:42])[CH2:38][N:37]1[C:43]1[CH:50]=[CH:49][C:46]([C:47]#[N:48])=[C:45]([C:51]([F:54])([F:53])[F:52])[CH:44]=1>N1C=CC=CC=1.O.C(Cl)(Cl)Cl>[C:21]([C:17]1[CH:16]=[C:15]([NH:14][C:13]([N:40]2[CH2:41][C@H:36]([CH3:35])[N:37]([C:43]3[CH:50]=[CH:49][C:46]([C:47]#[N:48])=[C:45]([C:51]([F:53])([F:52])[F:54])[CH:44]=3)[CH2:38][C@H:39]2[CH3:42])=[O:24])[CH:20]=[CH:19][N:18]=1)(=[O:23])[CH3:22]. Procedure: While stirring with ice-cooling, 12.5 ml of trifluoroacetic acid was added to 12.5 ml of chloroform solution containing 1.41 g of 2-acetyl-4-pyridinylcarbamic acid t-butyl ester. The mixture was immediately warmed up to room temperature and stirred for 2 hours and 40 minutes. The solvent was evaporated under reduced pressure to obtain a crude amine. This compound was dissolved in 25 ml of pyridine, and the solution was mixed with 0.83 ml of phenyl chloroformate while stirring with ice-cooling an... Starting materials: CON(C)C(=O)C(N)CC(=O)OC(C)(C)C, COC(=O)c1ccc(S(=O)(=O)Cl)c(OCc2ccccc2)c1, CCOC(C)=O, ClCCl, c1ccncc1. The product is COC(=O)c1ccc(S(=O)(=O)NC(CC(=O)OC(C)(C)C)C(=O)N(C)OC)c(OCc2ccccc2)c1. Reaction SMILES: [C:23]([CH3:24])([CH3:25])([CH3:26])[O:27][C:28]([CH2:29][CH:30]([C:31](=[O:32])[N:33]([CH3:34])[O:35][CH3:36])[NH2:37])=[O:38].[CH3:1][O:2][C:3]([c:4]1[cH:5][c:6]([O:14][CH2:15][c:16]2[cH:17][cH:18][cH:19][cH:20][cH:21]2)[c:7]([S:10](=[O:11])(=[O:12])[Cl:13])[cH:8][cH:9]1)=[O:22].[CH3:48][CH2:49][O:50][C:51](=[O:52])[CH3:53].[Cl:45][CH2:46][Cl:47].[cH:39]1[cH:40][cH:41][n:42][cH:43][cH:44]1>>[CH3:1][O:2][C:3]([c:4]1[cH:5][c:6]([O:14][CH2:15][c:16]2[cH:17][cH:18][cH:19][cH:20][cH:21]2)[c:7]([S:10](=[O:11])(=[O:12])[NH:37][CH:30]([CH2:29][C:28]([O:27][C:23]([CH3:24])([CH3:25])[CH3:26])=[O:38])[C:31](=[O:32])[N:33]([CH3:34])[O:35][CH3:36])[cH:8][cH:9]1)=[O:22]. Product: CC(=O)Nc1cccc(Cn2cnc3c(-c4ccco4)nc(N)nc32)c1. As a reaction SMILES: [CH3:24][C:25]([Cl:26])=[O:27].[NH2:1][c:2]1[cH:3][c:4]([CH2:5][n:6]2[c:7]3[n:8][c:9]([NH2:20])[n:10][c:11](-[c:15]4[o:16][cH:17][cH:18][cH:19]4)[c:12]3[n:13][cH:14]2)[cH:21][cH:22][cH:23]1.[cH:28]1[cH:29][cH:30][n:31][cH:32][cH:33]1>>[NH:1]([c:2]1[cH:3][c:4]([CH2:5][n:6]2[c:7]3[n:8][c:9]([NH2:20])[n:10][c:11](-[c:15]4[o:16][cH:17][cH:18][cH:19]4)[c:12]3[n:13][cH:14]2)[cH:21][cH:22][cH:23]1)[C:25]([CH3:24])=[O:27]. The reactants are CC(=O)Cl, Nc1cccc(Cn2cnc3c(-c4ccco4)nc(N)nc32)c1, c1ccncc1. Reactants: [Li]C(C)(C)C, O=C1CCN(CC2c3ccccc3CCc3ccccc32)CC1, c1ccccc1. The product is CC(C)(C)C1(O)CCN(CC2c3ccccc3CCc3ccccc32)CC1. As a reaction SMILES: [C:24]([CH3:25])([CH3:26])([CH3:27])[Li:28].[cH:1]1[cH:2][cH:3][cH:4][c:5]2[c:11]1[CH2:10][CH2:9][c:8]1[c:7]([cH:15][cH:14][cH:13][cH:12]1)[CH:6]2[CH2:16][N:17]1[CH2:18][CH2:19][C:20](=[O:23])[CH2:21][CH2:22]1.[cH:29]1[cH:30][cH:31][cH:32][cH:33][cH:34]1>>[cH:1]1[cH:2][cH:3][cH:4][c:5]2[c:11]1[CH2:10][CH2:9][c:8]1[c:7]([cH:15][cH:14][cH:13][cH:12]1)[CH:6]2[CH2:16][N:17]1[CH2:18][CH2:19][C:20]([OH:23])([C:24]([CH3:25])([CH3:26])[CH3:27])[CH2:21][CH2:22]1. Starting materials: COC(=O)CCC1=CCCN(Cc2ccc(NC(C)=O)cc2)C1=O, [Li+], C1CCOC1, [OH-]. Product: CC(=O)Nc1ccc(CN2CCC=C(CCC(=O)O)C2=O)cc1. RXN SMILES: [CH3:1][O:2][C:3]([CH2:4][CH2:5][C:6]1=[CH:11][CH2:10][CH2:9][N:8]([CH2:12][c:13]2[cH:14][cH:15][c:16]([NH:19][C:20]([CH3:21])=[O:22])[cH:17][cH:18]2)[C:7]1=[O:23])=[O:24].[Li+:26].[O:27]1[CH2:28][CH2:29][CH2:30][CH2:31]1.[OH-:25]>>[O:2]=[C:3]([CH2:4][CH2:5][C:6]1=[CH:11][CH2:10][CH2:9][N:8]([CH2:12][c:13]2[cH:14][cH:15][c:16]([NH:19][C:20]([CH3:21])=[O:22])[cH:17][cH:18]2)[C:7]1=[O:23])[OH:24]. Starting materials: Br.BrCCN (2-bromoethylamine hydrobromide), [OH-].[Na+] (NaOH), NC1=C(CNC(C2=CC(=C(C(=C2)OC)C)OC)=O)C=CC(=C1)C1=NOC(=N1)C (N-[2-Amino-4-(5-methyl-[1,2,4]oxadiazol-3-yl)-benzyl]-3,5-dimethoxy-4-methyl-benzamide), N1=CC=CC=C1 (pyridine), Br.BrCCN (2-bromoethylamine hydrobromide). The reagents and catalysts are [I-].C(CCC)[N+](CCCC)(CCCC)CCCC (tetrabutylammonium iodide). Solvent: O (water), CN(C)C=O (DMF). Conditions: temperature 80 celsius, time 2 day. Yields the product NCCNC1=C(CNC(C2=CC(=C(C(=C2)OC)C)OC)=O)C=CC(=C1)C1=NOC(=N1)C (N-(2-(2-aminoethylamino)-4-(5-methyl-1,2,4-oxadiazol-3-yl)benzyl)-3,5-dimethoxy-4-methylbenzamide). Isolated yield 49.4%. RXN SMILES: [NH2:1][C:2]1[CH:22]=[C:21]([C:23]2[N:27]=[C:26]([CH3:28])[O:25][N:24]=2)[CH:20]=[CH:19][C:3]=1[CH2:4][NH:5][C:6](=[O:18])[C:7]1[CH:12]=[C:11]([O:13][CH3:14])[C:10]([CH3:15])=[C:9]([O:16][CH3:17])[CH:8]=1.[N:29]1C=CC=[CH:31][CH:30]=1.Br.BrCCN.[OH-].[Na+]>CN(C=O)C.[I-].C([N+](CCCC)(CCCC)CCCC)CCC.O>[NH2:29][CH2:30][CH2:31][NH:1][C:2]1[CH:22]=[C:21]([C:23]2[N:27]=[C:26]([CH3:28])[O:25][N:24]=2)[CH:20]=[CH:19][C:3]=1[CH2:4][NH:5][C:6](=[O:18])[C:7]1[CH:12]=[C:11]([O:13][CH3:14])[C:10]([CH3:15])=[C:9]([O:16][CH3:17])[CH:8]=1 |f:2.3,4.5,7.8|. Procedure details: To a solution of compound 1g (114 mg, 0.3 mmol) and pyridine (0.049 mL, 0.60 mmol) in DMF was added 2-bromoethylamine hydrobromide (92 mg, 0.45 mmol). The reaction mixture was heated at 80° C. for three days. After two days, additional 2-bromoethylamine hydrobromide (100 mg) and tetrabutylammonium iodide (5 mg) was added. The reaction was diluted with water and made basic by addition of 1 N NaOH. The solid was recovered by filtration and washed with water. The solid was purified by preparative t... Starting materials: FC(C(=O)O)(F)F.C1(CCCC1)C(CC1CC1)N1N=CC(=C1)C=1C2=C(N=C(N1)C)N(C=C2)OCC[Si](C)(C)C (4-[1-(1-Cyclopentyl-2-cyclopropylethyl)-1H-pyrazol-4-yl]-7-[2-(trimethylsilyl)ethoxy]-methyl-7H-pyrrolo[2,3-d]pyrimidine trifluoroacetate salt), C(=O)(C(F)(F)F)O (TFA). Run in C(Cl)Cl (DCM). Reaction conditions: time 1 hour. The product is C1(CCCC1)C(CC1CC1)N1N=CC(=C1)C=1C2=C(N=CN1)NC=C2 (4-[1-(1-Cyclopentyl-2-cyclopropylethyl)-1H-pyrazol-4-yl]-7H-pyrrolo[2,3-d]pyrimidine). Yield: 0.1%. Reaction SMILES: FC(F)(F)C(O)=O.[CH:8]1([CH:13]([N:18]2[CH:22]=[C:21]([C:23]3[C:24]4[CH:32]=[CH:31][N:30](OCC[Si](C)(C)C)[C:25]=4[N:26]=[C:27](C)[N:28]=3)[CH:20]=[N:19]2)[CH2:14][CH:15]2[CH2:17][CH2:16]2)[CH2:12][CH2:11][CH2:10][CH2:9]1.C(O)(C(F)(F)F)=O>C(Cl)Cl>[CH:8]1([CH:13]([N:18]2[CH:22]=[C:21]([C:23]3[C:24]4[CH:32]=[CH:31][NH:30][C:25]=4[N:26]=[CH:27][N:28]=3)[CH:20]=[N:19]2)[CH2:14][CH:15]2[CH2:17][CH2:16]2)[CH2:12][CH2:11][CH2:10][CH2:9]1 |f:0.1|. Procedure details: 4-[1-(1-Cyclopentyl-2-cyclopropylethyl)-1H-pyrazol-4-yl]-7-[2-(trimethylsilyl)ethoxy]-methyl-7H-pyrrolo[2,3-d]pyrimidine trifluoroacetate salt (13 mg, 0.023 mol) was stirred at room temperature in a solution of DCM (2 mL) containing TFA (1.5 mL) for two hours. The solvent was removed in vacuo. The resulting residue was redissolved in THF (3 mL), and 6N NaOH (2 mL) was added. After stirring for one hour, the mixture was partitioned between water and ethyl acetate. The organic layer was dried over...